This data is from the Open Reaction Database (ORD), a public repository of structured organic reaction records. The task is: describe an organic reaction: reactants, conditions, products, and yield Starting materials: CC1=C(NC(=C1)C)\C=C\1/C(N(C2=CC=CC=C12)C(=O)Cl)=O (3-[1-(3,5-dimethyl-1H-pyrrol-2-yl)-meth-(Z)-ylidene]-2-oxo-2,3-dihydro-indole-1-carbonyl chloride), N1(CCCC1)CC(CO)O (3-pyrrolidin-1-yl-propane-1,2-diol), N1=CC=CC=C1 (pyridine). Solvent: C1CCOC1 (THF). Product: OC(COC(=O)N1C(\C(\C2=CC=CC=C12)=C/C=1NC(=CC1C)C)=O)CN1CCCC1 (3-[1-(3,5-dimethyl-1H-pyrrol-2-yl)-meth-(Z)-ylidene]-2-oxo-2,3-dihydro-indole-1-carboxylic acid 2-hydroxy-3-pyrrolidin-1-yl-propyl ester). Reaction conditions: time 20 minute. Procedure: To a reaction mixture of 3-[1-(3,5-dimethyl-1H-pyrrol-2-yl)-meth-(Z)-ylidene]-2-oxo-2,3-dihydro-indole-1-carbonyl chloride (150 mg, 0.5 mmol) and 3-pyrrolidin-1-yl-propane-1,2-diol (88 mg, 0.6 mmol) in 3.0 mL of THF was added 80 μl of pyridine dropwise at room temperature. Upon addition, the reaction mixture was stirred at room temperature for 20 min., and filtered. The orange solid was then washed with ethyl acetate and hexane sequentially and dried in a vacuum oven overnight to give 3-[1-(3,5-... As a reaction SMILES: [CH3:1][C:2]1[CH:6]=[C:5]([CH3:7])[NH:4][C:3]=1/[CH:8]=[C:9]1\[C:10](=[O:21])[N:11]([C:18](Cl)=[O:19])[C:12]2[C:17]\1=[CH:16][CH:15]=[CH:14][CH:13]=2.[N:22]1([CH2:27][CH:28]([OH:31])[CH2:29][OH:30])[CH2:26][CH2:25][CH2:24][CH2:23]1.N1C=CC=CC=1>C1COCC1>[OH:31][CH:28]([CH2:27][N:22]1[CH2:26][CH2:25][CH2:24][CH2:23]1)[CH2:29][O:30][C:18]([N:11]1[C:12]2[C:17](=[CH:16][CH:15]=[CH:14][CH:13]=2)/[C:9](=[CH:8]/[C:3]2[NH:4][C:5]([CH3:7])=[CH:6][C:2]=2[CH3:1])/[C:10]1=[O:21])=[O:19]. The reactants are ClC1=CC=C(C(=O)C2=C(C(=C(N2C)CC(=O)OCC)C(=O)OCC)OC)C=C1 (ethyl 5-(p-chlorobenzoyl)-3-ethoxycarbonyl-4-methoxy-1-methylpyrrole-2-acetate), [OH-].[Na+] (sodium hydroxide). Solvent: C(C)O (ethanol). Reaction conditions: time 5 minute. Yields the product ClC1=CC=C(C(=O)C2=C(C(=C(N2C)CC(=O)O)C(=O)O)OC)C=C1 (5-(p-chlorobenzoyl)-3-hydroxycarbonyl-4-methoxy-1-methylpyrrole-2-acetic acid). Isolated yield 109.8%. Reaction SMILES: [Cl:1][C:2]1[CH:28]=[CH:27][C:5]([C:6]([C:8]2[N:12]([CH3:13])[C:11]([CH2:14][C:15]([O:17]CC)=[O:16])=[C:10]([C:20]([O:22]CC)=[O:21])[C:9]=2[O:25][CH3:26])=[O:7])=[CH:4][CH:3]=1.[OH-].[Na+]>C(O)C>[Cl:1][C:2]1[CH:3]=[CH:4][C:5]([C:6]([C:8]2[N:12]([CH3:13])[C:11]([CH2:14][C:15]([OH:17])=[O:16])=[C:10]([C:20]([OH:22])=[O:21])[C:9]=2[O:25][CH3:26])=[O:7])=[CH:27][CH:28]=1 |f:1.2|. Reported procedure: Crude ethyl 5-(p-chlorobenzoyl)-3-ethoxycarbonyl-4-methoxy-1-methylpyrrole-2-acetate (505 mg) is suspended in 1 ml ethanol and heated to reflux. After all the solids dissolve, 5 ml of 2.5 N aqueous sodium hydroxide is added dropwise, causing an oil to separate at the end of the addition. However, the reaction mixture becomes homogeneous again after stirring vigorously at 100° for about 5 min. The reaction is then cooled, diluted with 5 ml water and acidified with 5.5 ml 2.5 N hydrochloric acid. ... Reactants: CON(C)C(=O)C1CCN(C(=O)OC(C)(C)C)CC1, ClCCl, O=C(O)C(F)(F)F. The product is CON(C)C(=O)C1CCNCC1. Reaction SMILES: [CH3:1][O:2][N:3]([C:4](=[O:5])[CH:6]1[CH2:7][CH2:8][N:9]([C:12]([O:13][C:14]([CH3:15])([CH3:16])[CH3:17])=[O:18])[CH2:10][CH2:11]1)[CH3:19].[Cl:27][CH2:28][Cl:29].[OH:20][C:21]([C:22]([F:23])([F:24])[F:25])=[O:26]>>[CH3:1][O:2][N:3]([C:4](=[O:5])[CH:6]1[CH2:7][CH2:8][NH:9][CH2:10][CH2:11]1)[CH3:19]. Starting materials: Cl.NO (Hydroxylamine hydrochloride), C(C)(=O)[O-].[Na+] (sodium acetate), FC(C=1C=C(CN2CC3C(C2)C(CC3)=O)C=CC1)(F)F (2-(3-(trifluoromethyl)benzyl)hexahydrocyclopenta[c]pyrrol-4(5H)-one). Run in O (water), C(C)O (ethanol). Reaction conditions: temperature 70 celsius, time 1 hour. The product is FC(C=1C=C(CN2CC3C(C2)/C(/CC3)=N/O)C=CC1)(F)F ((E)-2-(3-(trifluoromethyl)benzyl)hexahydrocyclopenta[c]pyrrol-4(5H)-one oxime). As a reaction SMILES: Cl.[NH2:2][OH:3].C([O-])(=O)C.[Na+].[F:9][C:10]([F:28])([F:27])[C:11]1[CH:12]=[C:13]([CH:24]=[CH:25][CH:26]=1)[CH2:14][N:15]1[CH2:19][CH:18]2[C:20](=O)[CH2:21][CH2:22][CH:17]2[CH2:16]1>O.C(O)C>[F:9][C:10]([F:28])([F:27])[C:11]1[CH:12]=[C:13]([CH:24]=[CH:25][CH:26]=1)[CH2:14][N:15]1[CH2:19][CH:18]2/[C:20](=[N:2]/[OH:3])/[CH2:21][CH2:22][CH:17]2[CH2:16]1 |f:0.1,2.3|. Procedure: Hydroxylamine hydrochloride (3.47 g, 50.0 mmol) and sodium acetate (4.27 g, 52.0 mmol) were dissolved in 15 mL of water and added to a solution of 2-(3-(trifluoromethyl)benzyl)hexahydrocyclopenta[c]pyrrol-4(5H)-one (11.33 g, 40 mmol) from Step C in ethanol (80 mL). The reaction was brought to reflux for 5 minutes and allowed to cool to 70° C. After 1 hour, the reaction mixture was cooled, and the solvent was removed in vacuo to give (E)-2-(3-(trifluoromethyl)benzyl)hexahydrocyclopenta[c]pyrrol-4... The reactants are CC1CN(c2ccc(NC=C3C(=O)NC(=O)c4ccc(Br)cc43)cc2)CC(C)N1C, CC(C)(C)P(c1ccccc1-c1ccccc1)C(C)(C)C, [Na+], [Na+], O=C([O-])[O-], CN(C)C=O, OB(O)c1ccoc1. Product: CC1CN(c2ccc(NC=C3C(=O)NC(=O)c4ccc(-c5ccoc5)cc43)cc2)CC(C)N1C. As a reaction SMILES: [Br:1][c:2]1[cH:3][c:4]2[c:9]([cH:10][cH:11]1)[C:8](=[O:12])[NH:7][C:6](=[O:13])[C:5]2=[CH:14][NH:15][c:16]1[cH:17][cH:18][c:19]([N:22]2[CH2:23][CH:24]([CH3:30])[N:25]([CH3:29])[CH:26]([CH3:28])[CH2:27]2)[cH:20][cH:21]1.[C:39]([P:40]([C:41]([CH3:42])([CH3:43])[CH3:44])[c:45]1[cH:46][cH:47][cH:48][cH:49][c:50]1-[c:51]1[cH:52][cH:53][cH:54][cH:55][cH:56]1)([CH3:57])([CH3:58])[CH3:59].[Na+:60].[Na+:61].[O-:62][C:63](=[O:64])[O-:65].[O:66]=[CH:67][N:68]([CH3:69])[CH3:70].[o:31]1[cH:32][c:33]([B:36]([OH:37])[OH:38])[cH:34][cH:35]1>>[c:2]1(-[c:33]2[cH:32][o:31][cH:35][cH:34]2)[cH:3][c:4]2[c:9]([cH:10][cH:11]1)[C:8](=[O:12])[NH:7][C:6](=[O:13])[C:5]2=[CH:14][NH:15][c:16]1[cH:17][cH:18][c:19]([N:22]2[CH2:23][CH:24]([CH3:30])[N:25]([CH3:29])[CH:26]([CH3:28])[CH2:27]2)[cH:20][cH:21]1. Reactants: O (water), C(C)NCCCCCCC(=O)OCC (ethyl 7-ethylamino-heptanoate), C([O-])([O-])=O.[K+].[K+] (potassium carbonate), FC1=C(C=O)C=C(C=C1)C(F)(F)F (2-Fluoro-5-trifluoromethyl-benzaldehyde). Run in C(C)(=O)OCC (ethyl acetate), C1(=CC=CC=C1)C (toluene). The product is C(C)N(CCCCCCC(=O)OCC)C1=C(C=C(C=C1)C(F)(F)F)C=O (ethyl 7-[ethyl-(2-formyl-4-trifluoromethyl-phenyl)-amino]-heptanoate). The yield is 66.4%. Reaction SMILES: F[C:2]1[CH:9]=[CH:8][C:7]([C:10]([F:13])([F:12])[F:11])=[CH:6][C:3]=1[CH:4]=[O:5].[CH2:14]([NH:16][CH2:17][CH2:18][CH2:19][CH2:20][CH2:21][CH2:22][C:23]([O:25][CH2:26][CH3:27])=[O:24])[CH3:15].C(=O)([O-])[O-].[K+].[K+].O>C1(C)C=CC=CC=1.C(OCC)(=O)C>[CH2:14]([N:16]([C:2]1[CH:9]=[CH:8][C:7]([C:10]([F:13])([F:12])[F:11])=[CH:6][C:3]=1[CH:4]=[O:5])[CH2:17][CH2:18][CH2:19][CH2:20][CH2:21][CH2:22][C:23]([O:25][CH2:26][CH3:27])=[O:24])[CH3:15] |f:2.3.4|. Reported procedure: 2-Fluoro-5-trifluoromethyl-benzaldehyde (1 g) is dissolved in toluene (5 ml) and thereto are added ethyl 7-ethylamino-heptanoate (3.98 g) and potassium carbonate (2.88 g) and the mixture is heated under reflux overnight. The reaction solution is cooled to room temperature, and thereto are added water and ethyl acetate, and the mixture is separated, and the organic layer is washed with a saturated brine, dried over magnesium sulfate, and concentrated under reduced pressure. The resulting residue ... The reactants are FC1=C(OC=2C=C3C=NN(C3=CC2O)CC(C)C)C=CC(=C1)F (5-(2,4-difluorophenoxy)-1-isobutyl-1H-indazol-6-ol), C(C)(C)(C)OC(=O)N1CCC(CC1)COS(=O)(=O)C1=CC=C(C=C1)C (4-(toluene-4-sulfonyloxymethyl)-piperidine-1-carboxylic acid tert-butyl ester), N[C@@H](CC1=CC=C2C=CC=CC2=C1)C(=O)O (Nal), C(=O)([O-])[O-].[K+].[K+] (K2CO3). Solvent: CCOCC (ether), O (water), CN(C)C=O (DMF). Run at temperature 70 celsius. The product is FC1=C(OC=2C=C3C=NN(C3=CC2OCC2CCNCC2)CC(C)C)C=CC(=C1)F (5-(2,4-difluorophenoxy)-1-isobutyl-6-(piperidin-4-ylmethoxy)-1H-indazole). The yield is 39.3%. As a reaction SMILES: [F:1][C:2]1[CH:22]=[C:21]([F:23])[CH:20]=[CH:19][C:3]=1[O:4][C:5]1[CH:6]=[C:7]2[C:11](=[CH:12][C:13]=1[OH:14])[N:10]([CH2:15][CH:16]([CH3:18])[CH3:17])[N:9]=[CH:8]2.C(OC([N:31]1[CH2:36][CH2:35][CH:34]([CH2:37]OS(C2C=CC(C)=CC=2)(=O)=O)[CH2:33][CH2:32]1)=O)(C)(C)C.N[C@H](C(O)=O)CC1C=C2C(C=CC=C2)=CC=1.C([O-])([O-])=O.[K+].[K+]>CN(C=O)C.CCOCC.O>[F:1][C:2]1[CH:22]=[C:21]([F:23])[CH:20]=[CH:19][C:3]=1[O:4][C:5]1[CH:6]=[C:7]2[C:11](=[CH:12][C:13]=1[O:14][CH2:37][CH:34]1[CH2:35][CH2:36][NH:31][CH2:32][CH2:33]1)[N:10]([CH2:15][CH:16]([CH3:18])[CH3:17])[N:9]=[CH:8]2 |f:3.4.5|. Procedure: To a solution of 5-(2,4-difluorophenoxy)-1-isobutyl-1H-indazol-6-ol (0.06 g, 0.19 mmol) and 4-(toluene-4-sulfonyloxymethyl)-piperidine-1-carboxylic acid tert-butyl ester (0.08 g, 0.20 mmol) in DMF (3 mL) was added Nal (0.014 g, 0.009 mmol) and K2CO3 (0.08 g, 0.56 mmol). The reaction mixture was heated to 70° C. for 20 hours. The mixture was diluted with ether and water and the layers were separated. The aqueous layer was extracted with ether (2×) and the combined organic layers were washed with ... Reactants: CCCCCCC(C)C(=O)c1ccc(C(=O)O)cc1, CN(C)c1ccncc1, C(=NC1CCCCC1)=NC1CCCCC1, ClCCl, CCCCCCCCOc1ccc(-c2ccc(O)cc2)cc1. Yields the product CCCCCCC(C)C(=O)c1ccc(C(=O)O)cc1, CCCCCCCCOc1ccc(-c2ccccc2)cc1. As a reaction SMILES: [CH3:23][CH:24]([C:25](=[O:26])[c:27]1[cH:28][cH:29][c:30]([C:31](=[O:32])[OH:33])[cH:34][cH:35]1)[CH2:36][CH2:37][CH2:38][CH2:39][CH2:40][CH3:41].[CH3:57][N:58]([CH3:59])[c:60]1[cH:61][cH:62][n:63][cH:64][cH:65]1.[CH:42]1([N:43]=[C:44]=[N:45][CH:46]2[CH2:47][CH2:48][CH2:49][CH2:50][CH2:51]2)[CH2:52][CH2:53][CH2:54][CH2:55][CH2:56]1.[Cl:66][CH2:67][Cl:68].[OH:1][c:2]1[cH:3][cH:4][c:5](-[c:8]2[cH:9][cH:10][c:11]([O:14][CH2:15][CH2:16][CH2:17][CH2:18][CH2:19][CH2:20][CH2:21][CH3:22])[cH:12][cH:13]2)[cH:6][cH:7]1>>[CH3:23][CH:24]([C:25](=[O:26])[c:27]1[cH:28][cH:29][c:30]([C:31](=[O:32])[OH:33])[cH:34][cH:35]1)[CH2:36][CH2:37][CH2:38][CH2:39][CH2:40][CH3:41].[cH:2]1[cH:3][cH:4][c:5](-[c:8]2[cH:9][cH:10][c:11]([O:14][CH2:15][CH2:16][CH2:17][CH2:18][CH2:19][CH2:20][CH2:21][CH3:22])[cH:12][cH:13]2)[cH:6][cH:7]1.